This data is from the Open Reaction Database (ORD), a public repository of structured organic reaction records. The task is: describe an organic reaction: reactants, conditions, products, and yield The reactants are C(C1=CC=CC=C1)OC1=CC=CC=2CC3C(CC12)O3 (6,7-epoxy-5,6,7,8-tetrahydro-1-naphthyl benzyl ether), [S-]C#N.[K+] (potassium thiocyanate). Run in C(C)O (ethanol). Reaction conditions: time 48 hour. The product is C(C1=CC=CC=C1)OC1=CC=CC=2CC3C(CC12)S3 (6,7-epithio-5,6,7,8-tetrahydronaphthyl benzyl ether). RXN SMILES: [S-:1][C:2]#N.[K+].[CH2:5]([O:12][C:13]1[C:22]2[CH2:21][CH:20]3OC3[CH2:18][C:17]=2[CH:16]=[CH:15][CH:14]=1)[C:6]1[CH:11]=[CH:10][CH:9]=[CH:8][CH:7]=1>C(O)C>[CH2:5]([O:12][C:13]1[C:22]2[CH2:21][CH:20]3[S:1][CH:2]3[CH2:18][C:17]=2[CH:16]=[CH:15][CH:14]=1)[C:6]1[CH:11]=[CH:10][CH:9]=[CH:8][CH:7]=1 |f:0.1|. Procedure details: To 0.125 mole of potassium thiocyanate in 20 ml. of 50% ethanol is added 0.10 mole of 6,7-epoxy-5,6,7,8-tetrahydro-1-naphthyl benzyl ether and the mixture stirred vigorously for 48 hours. The product is extracted into ether, washed with salt solution, dried and freed of solvent. Ref: O.S. IV 232. Reactants: N1=C(C=CC2=CC=CC=C12)N1CC(C1)OC1=NC=NC=C1C1CCN(CC1)C(=O)OC(C)(C)C (tert-butyl 4-(4-((1-(quinolin-2-yl)azetidin-3-yl)oxy)pyrimidin-5-yl)piperidine-1-carboxylate), Cl.CO (HCl MeOH). Reaction conditions: time 1 hour. The product is Cl.N1CCC(CC1)C=1C(=NC=NC1)OC1CN(C1)C1=NC2=CC=CC=C2C=C1 (2-(3-((5-(piperidin-4-yl)pyrimidin-4-yl)oxy)azetidin-1-yl)quinoline hydrochloride). As a reaction SMILES: [N:1]1[C:10]2[C:5](=[CH:6][CH:7]=[CH:8][CH:9]=2)[CH:4]=[CH:3][C:2]=1[N:11]1[CH2:14][CH:13]([O:15][C:16]2[C:21]([CH:22]3[CH2:27][CH2:26][N:25](C(OC(C)(C)C)=O)[CH2:24][CH2:23]3)=[CH:20][N:19]=[CH:18][N:17]=2)[CH2:12]1.[ClH:35].CO>>[ClH:35].[NH:25]1[CH2:26][CH2:27][CH:22]([C:21]2[C:16]([O:15][CH:13]3[CH2:12][N:11]([C:2]4[CH:3]=[CH:4][C:5]5[C:10](=[CH:9][CH:8]=[CH:7][CH:6]=5)[N:1]=4)[CH2:14]3)=[N:17][CH:18]=[N:19][CH:20]=2)[CH2:23][CH2:24]1 |f:1.2,3.4|. Procedure: The mixture of tert-butyl 4-(4-((1-(quinolin-2-yl)azetidin-3-yl)oxy)pyrimidin-5-yl)piperidine-1-carboxylate (307 mg, 0.66 mmol) in HCl/MeOH (10 mL, saturated with HCl gas) was stirred at room temperature for 1 hour. Then it was concentrated to give 2-(3-((5-(piperidin-4-yl)pyrimidin-4-yl)oxy)azetidin-1-yl)quinoline hydrochloride which was used in the next step below without further purification. The reactants are C1(CCCC1)C(C(=O)OCC)C(=O)C (ethyl 2-cyclopentyl-3-methyl-3-oxo-propionate), ICCCC (1-iodobutane), [H-].[Na+] (sodium hydride), [H][H] (hydrogen). The solvent is CN(C=O)C (DMF), CN(C=O)C (DMF), CN(C=O)C (N,N-dimethylformamide). The product is C(CCC)C(C(=O)OCC)(C(=O)C)C1CCCC1 (Ethyl 2-butyl-2-cyclopentyl-3-methyl-3-oxo-propionate). The yield is 70.9%. RXN SMILES: [H-].[Na+].[CH:3]1([CH:8]([C:14]([CH3:16])=[O:15])[C:9]([O:11][CH2:12][CH3:13])=[O:10])[CH2:7][CH2:6][CH2:5][CH2:4]1.[H][H].I[CH2:20][CH2:21][CH2:22][CH3:23]>CN(C)C=O>[CH2:20]([C:8]([CH:3]1[CH2:4][CH2:5][CH2:6][CH2:7]1)([C:14]([CH3:16])=[O:15])[C:9]([O:11][CH2:12][CH3:13])=[O:10])[CH2:21][CH2:22][CH3:23] |f:0.1|. Reported procedure: A mechanically stirred suspension of sodium hydride (4.00 g of 60% dispersion in mineral oil) in anhydrous N,N-dimethylformamide (DMF, 100 mL) was treated dropwise with a solution of ethyl 2-cyclopentyl-3-methyl-3-oxo-propionate (17.7 g) in DMF (50.0 mL) at room temperature under nitrogen atmosphere. Stirring of the reaction mixture was continued at this temperature until the formation of hydrogen ended and the reaction mixture became transparent. After that the mixture was treated dropwise with... The reactants are Br[C@@H]1C[C@H]2[C@@H]3CCC([C@@]3(C)CC[C@@H]2[C@]2(C3[C@@H](C(C=C12)=O)C3)C)=O (6β-Bromo-1,2β-methylenandrost-4-ene-3,17-dione), Cl (hydrogen chloride), CCOCC (ether), O (water). The solvent is C(C)(=O)O (acetic acid). The product is Br[C@H]1C[C@H]2[C@@H]3CCC([C@@]3(C)CC[C@@H]2[C@]2(C3[C@@H](C(C=C12)=O)C3)C)=O (6α-bromo-1,2β-methylenandrost-4-ene-3,17-dione). The yield is 75.0%. RXN SMILES: [Br:1][C@H:2]1[C:19]2[C@:14]([CH3:22])([CH:15]3[CH2:21][C@@H:16]3[C:17](=[O:20])[CH:18]=2)[C@@H:13]2[C@H:4]([C@H:5]3[C@@:9]([CH2:11][CH2:12]2)([CH3:10])[C:8](=[O:23])[CH2:7][CH2:6]3)[CH2:3]1.Cl.O.CCOCC>C(O)(=O)C>[Br:1][C@@H:2]1[C:19]2[C@:14]([CH3:22])([CH:15]3[CH2:21][C@@H:16]3[C:17](=[O:20])[CH:18]=2)[C@@H:13]2[C@H:4]([C@H:5]3[C@@:9]([CH2:11][CH2:12]2)([CH3:10])[C:8](=[O:23])[CH2:7][CH2:6]3)[CH2:3]1. Procedure details: 6β-Bromo-1,2β-methylenandrost-4-ene-3,17-dione (200 mg) in acetic acid (15 ml) at 15°-20° is treated with a steady stream of dry hydrogen chloride for 1 hour and then kept an additional hour at room temperature. Then water is added and the product isolated with ether. The combined ether extracts are washed with saturated salt solution, 5% sodium carbonate solution, water; dried and evaporated. Column chromatography of residue over silica gel using benzene/ethyl ether as eluant affords pure 6α-br... The reactants are C(C)(=O)C1=CC=C(C=C1)CC(=O)O (4-acetylphenylacetic acid), N=1NC(C=CC1)=O (pyridazinone). Yields the product O=C1C=CC(=NN1)C1=CC=C(C=C1)CC(=O)O (4-(6-Oxo-1,6-dihydropyridazin-3-yl)phenylacetic acid). As a reaction SMILES: [C:1]([C:4]1[CH:9]=[CH:8][C:7]([CH2:10][C:11]([OH:13])=[O:12])=[CH:6][CH:5]=1)(=O)[CH3:2].[N:14]1[NH:15][C:16](=[O:20])[CH:17]=CC=1>>[O:20]=[C:16]1[NH:15][N:14]=[C:1]([C:4]2[CH:9]=[CH:8][C:7]([CH2:10][C:11]([OH:13])=[O:12])=[CH:6][CH:5]=2)[CH:2]=[CH:17]1. Reported procedure: 15 g of 4-acetylphenylacetic acid (preparation described in Can. J. Chem.; 82; 12; 2004; 1760-1768) are converted into the pyridazinone in accordance with GWP 1. Product: O1C=C(C=C1)C1=CC2=C(N=C(CC(N2)=O)C=2C=C(C#N)C=CC2)C=C1 (3-(7-Furan-3-yl-4-oxo-4,5-dihydro-3H-benzo[b][1,4]diazepin-2-yl)-benzonitrile). Reported procedure: Prepared from {2-[3-(3-cyano-phenyl)-3-oxo-propionylamino]-4-furan-3-yl-phenyl}-carbamic acid tert.-butyl ester (Example K9) by treatment with TFA in CH2Cl2 according to the general procedure M. Obtained as a light yellow powder (73 mg). As a reaction SMILES: C(OC(=O)[NH:7][C:8]1[CH:13]=[CH:12][C:11]([C:14]2[CH:18]=[CH:17][O:16][CH:15]=2)=[CH:10][C:9]=1[NH:19][C:20](=[O:32])[CH2:21][C:22]([C:24]1[CH:29]=[CH:28][CH:27]=[C:26]([C:30]#[N:31])[CH:25]=1)=O)(C)(C)C.C(O)(C(F)(F)F)=O>C(Cl)Cl>[O:16]1[CH:17]=[CH:18][C:14]([C:11]2[CH:12]=[CH:13][C:8]3[N:7]=[C:22]([C:24]4[CH:25]=[C:26]([CH:27]=[CH:28][CH:29]=4)[C:30]#[N:31])[CH2:21][C:20](=[O:32])[NH:19][C:9]=3[CH:10]=2)=[CH:15]1. Solvent: C(Cl)Cl (CH2Cl2). Starting materials: C(C)(C)(C)OC(NC1=C(C=C(C=C1)C1=COC=C1)NC(CC(=O)C1=CC(=CC=C1)C#N)=O)=O ({2-[3-(3-cyano-phenyl)-3-oxo-propionylamino]-4-furan-3-yl-phenyl}-carbamic acid tert.-butyl ester), C(=O)(C(F)(F)F)O (TFA). Reactants: ClC1=NC=C(C=N1)C(=O)OCC (ethyl 2-chloropyrimidine-5-carboxylate), C(C)(C)(C)C=1C=C(N)C=C(C1)C(C)(C)C (3,5-di-tert-butylaniline), C(=O)([O-])[O-].[K+].[K+] (K2CO3). The solvent is O (water). Conditions: temperature 110 celsius. Product: C(C)(C)(C)C=1C=C(C=C(C1)C(C)(C)C)NC1=NC=C(C=N1)C(=O)OCC (ethyl 2-[N-(3,5-di-tert-butylphenyl)amino]pyrimidine-5-carboxylate). Yield: 89.9%. Reaction SMILES: Cl[C:2]1[N:7]=[CH:6][C:5]([C:8]([O:10][CH2:11][CH3:12])=[O:9])=[CH:4][N:3]=1.[C:13]([C:17]1[CH:18]=[C:19]([CH:21]=[C:22]([C:24]([CH3:27])([CH3:26])[CH3:25])[CH:23]=1)[NH2:20])([CH3:16])([CH3:15])[CH3:14].C([O-])([O-])=O.[K+].[K+]>O>[C:24]([C:22]1[CH:21]=[C:19]([NH:20][C:2]2[N:7]=[CH:6][C:5]([C:8]([O:10][CH2:11][CH3:12])=[O:9])=[CH:4][N:3]=2)[CH:18]=[C:17]([C:13]([CH3:16])([CH3:15])[CH3:14])[CH:23]=1)([CH3:27])([CH3:26])[CH3:25] |f:2.3.4|. Procedure details: A mixture of ethyl 2-chloropyrimidine-5-carboxylate (335 mg), 3,5-di-tert-butylaniline (370 mg), and K2CO3 (600 mg) was heated at 110° C. After the disappearance of the materials was observed with TLC, the reaction mixture was poured into water, and extracted with CH2Cl2. The organic layer was dried over Na2SO4, and the solvent was evaporated. The residue was purified by silica gel flash column chromatography (n-hexane: AcOEt=10:1) to give white crystals of ethyl 2-[N-(3,5-di-tert-butylphenyl)am...